This data is from the Open Reaction Database (ORD), a public repository of structured organic reaction records. The task is: describe an organic reaction: reactants, conditions, products, and yield Reactants: C1CCOC1, CO, [H-], Cc1noc(N)c1Cl, [Na+], O, O=S(=O)(Cl)c1ccc(-c2ccccc2)cc1. Product: Cc1noc(NS(=O)(=O)c2ccc(-c3ccccc3)cc2)c1Cl. Reaction SMILES: [CH2:29]1[O:30][CH2:31][CH2:32][CH2:33]1.[CH3:27][OH:28].[H-:1].[NH2:3][c:4]1[c:5]([Cl:10])[c:6]([CH3:9])[n:7][o:8]1.[Na+:2].[OH2:34].[c:11]1(-[c:21]2[cH:22][cH:23][cH:24][cH:25][cH:26]2)[cH:12][cH:13][c:14]([S:17](=[O:18])(=[O:19])[Cl:20])[cH:15][cH:16]1>>[NH:3]([c:4]1[c:5]([Cl:10])[c:6]([CH3:9])[n:7][o:8]1)[S:17]([c:14]1[cH:13][cH:12][c:11](-[c:21]2[cH:22][cH:23][cH:24][cH:25][cH:26]2)[cH:16][cH:15]1)(=[O:18])=[O:19]. The reactants are B(Br)(Br)Br (boron tribromide), COC=1C=C(C=2OC3=CC=CC=C3C(C2C(=O)O)=O)C=C(C1OC)OC (3',4',5'-trimethoxyflavone-3-carboxylic acid), O (water), O (water). Solvent: ClCCl (dichloromethane), ClCCl (dichloromethane). Yields the product OC=1C=C(C=2OC3=CC=CC=C3C(C2C(=O)O)=O)C=C(C1O)O (3',4',5'-trihydroxyflavone-3-carboxylic acid). The yield is 85.0%. As a reaction SMILES: C[O:2][C:3]1[CH:4]=[C:5]([CH:20]=[C:21]([O:25]C)[C:22]=1[O:23]C)[C:6]1[O:7][C:8]2[C:13]([C:14](=[O:19])[C:15]=1[C:16]([OH:18])=[O:17])=[CH:12][CH:11]=[CH:10][CH:9]=2.B(Br)(Br)Br.O>ClCCl>[OH:25][C:21]1[CH:20]=[C:5]([CH:4]=[C:3]([OH:2])[C:22]=1[OH:23])[C:6]1[O:7][C:8]2[C:13]([C:14](=[O:19])[C:15]=1[C:16]([OH:18])=[O:17])=[CH:12][CH:11]=[CH:10][CH:9]=2. Procedure: 4.0 g of 3',4',5'-trimethoxyflavone-3-carboxylic acid were added to 200 ml of absolute dichloromethane and reacted with 82 ml of a 1 molar boron tribromide solution in absolute dichloromethane under a nitrogen atmosphere at 0° C. The reaction mixture was stirred for twelve hours during which it was allowed to warm to room temperature. Then, for working up, water was carefully added under ice cooling, then made up to twice the volume with water and intensively stirred. The resulting 3',4',5'-trih...